From a dataset of the Open Reaction Database (ORD), a public repository of structured organic reaction records. describe an organic reaction: reactants, conditions, products, and yield Reaction SMILES: [CH3:28][CH2:29][OH:30].[CH:1]1([NH:6][c:7]2[n:8][c:9]3[c:14]([cH:15][n:16]2)[CH2:13][CH2:12][c:11]2[c:10]-3[n:19]([CH3:20])[n:18][c:17]2[C:21](=[O:22])[O:23][CH2:24][CH3:25])[CH2:2][CH2:3][CH2:4][CH2:5]1.[K+:27].[OH-:26]>>[CH:1]1([NH:6][c:7]2[n:8][c:9]3[c:14]([cH:15][n:16]2)[CH2:13][CH2:12][c:11]2[c:10]-3[n:19]([CH3:20])[n:18][c:17]2[C:21](=[O:22])[O-:23])[CH2:2][CH2:3][CH2:4][CH2:5]1.[K+:27]. Product: Cn1nc(C(=O)[O-])c2c1-c1nc(NC3CCCC3)ncc1CC2, [K+]. Reactants: CCO, CCOC(=O)c1nn(C)c2c1CCc1cnc(NC3CCCC3)nc1-2, [K+], [OH-]. The reactants are CCO, O=[N+]([O-])c1cnccc1Oc1ccc2[nH]ccc2c1. Product: Nc1cnccc1Oc1ccc2[nH]ccc2c1. Reaction SMILES: [CH3:20][CH2:21][OH:22].[N+:1]([O-:2])(=[O:3])[c:4]1[cH:5][n:6][cH:7][cH:8][c:9]1[O:10][c:11]1[cH:12][c:13]2[cH:14][cH:15][nH:16][c:17]2[cH:18][cH:19]1>>[NH2:1][c:4]1[cH:5][n:6][cH:7][cH:8][c:9]1[O:10][c:11]1[cH:12][c:13]2[cH:14][cH:15][nH:16][c:17]2[cH:18][cH:19]1. Starting materials: C(=O)(O)[O-].[Na+] (NaHCO3), BrC=1C=NC=C(C(=O)OCC)C1 (ethyl 5-bromonicotinate), FC1=C(C=CC(=C1)C)B(O)O ((2-fluoro-4-methylphenyl)boronic acid), [Na+].[Na+].[Na+].P(C=1C=C(C=CC1)S(=O)(=O)[O-])(C=1C=C(C=CC1)S(=O)(=O)[O-])C=1C=C(C=CC1)S(=O)(=O)[O-] (3,3′,3″-phosphinidynetris(benzenesulfonic acid) trisodium salt), C(C)(C)NC(C)C (diisopropylamine). The reagents and catalysts are C(C)(=O)[O-].[Pd+2].C(C)(=O)[O-] (palladium(II)acetate). The solvent is C(C)#N (acetonitrile), O (water). Reaction conditions: temperature 80 celsius, time 1 hour. Product: FC1=C(C=CC(=C1)C)C=1C=NC=C(C(=O)OCC)C1 (Ethyl 5-(2-fluoro-4-methylphenyl)nicotinate). Yield: 102.1%. As a reaction SMILES: Br[C:2]1[CH:3]=[N:4][CH:5]=[C:6]([CH:12]=1)[C:7]([O:9][CH2:10][CH3:11])=[O:8].[F:13][C:14]1[CH:19]=[C:18]([CH3:20])[CH:17]=[CH:16][C:15]=1B(O)O.[Na+].[Na+].[Na+].P(C1C=C(S([O-])(=O)=O)C=CC=1)(C1C=C(S([O-])(=O)=O)C=CC=1)C1C=C(S([O-])(=O)=O)C=CC=1.C(NC(C)C)(C)C.C([O-])(O)=O.[Na+]>C(#N)C.O.C([O-])(=O)C.[Pd+2].C([O-])(=O)C>[F:13][C:14]1[CH:19]=[C:18]([CH3:20])[CH:17]=[CH:16][C:15]=1[C:2]1[CH:3]=[N:4][CH:5]=[C:6]([CH:12]=1)[C:7]([O:9][CH2:10][CH3:11])=[O:8] |f:2.3.4.5,7.8,11.12.13|. Procedure details: To a solution of ethyl 5-bromonicotinate (0.58 g, 2.53 mmol) in acetonitrile (15 mL) and water (5 mL) were added (2-fluoro-4-methylphenyl)boronic acid (0.47 g, 3.04 mmol), 3,3′,3″-phosphinidynetris(benzenesulfonic acid) trisodium salt (0.22 g, 0.38 mmol), palladium(II)acetate (28.4 mg, 0.13 mmol) and diisopropylamine (0.90 mL, 6.32 mmol). The mixture was heated to 80° C. After 1 h, the mixture was cooled to ambient temperature and saturated aqueous NaHCO3 was added. The mixture was extracted wit...